Dataset: the Open Reaction Database (ORD), a public repository of structured organic reaction records. Task: describe an organic reaction: reactants, conditions, products, and yield Starting materials: C(C)(C)N1N=CN=C1C=1SC=2CCOC3=C(C2N1)C=CC(=C3)C3CN(C3)C(C(C)(C)NC(O)=O)=O ((2-{3-[2-(2-isopropyl-2H-[1,2,4]triazol-3-yl)-4,5-dihydro-6-oxa-3-thia-1-aza-benzo[e]azulen-8-yl]-azetidin-1-yl}-1,1-dimethyl-2-oxo-ethyl)-carbamic acid), butyl ester, C(=O)(C(F)(F)F)O (TFA). Run in C(Cl)Cl (DCM). Run at time 1 hour. Yields the product NC(C(=O)N1CC(C1)C1=CC2=C(C=3N=C(SC3CCO2)C=2N(N=CN2)C(C)C)C=C1)(C)C (2-Amino-1-{3-[2-(2-isopropyl-2H-[1,2,4]triazol-3-yl)-4,5-dihydro-6-oxa-3-thia-1-aza-benzo[e]azulen-8-yl]-azetidin-1-yl}-2-methyl-propan-1-one). Yield: 71.0%. Reaction SMILES: [CH:1]([N:4]1[C:8]([C:9]2[S:10][C:11]3[CH2:12][CH2:13][O:14][C:15]4[CH:22]=[C:21]([CH:23]5[CH2:26][N:25]([C:27](=[O:35])[C:28]([NH:31]C(=O)O)([CH3:30])[CH3:29])[CH2:24]5)[CH:20]=[CH:19][C:16]=4[C:17]=3[N:18]=2)=[N:7][CH:6]=[N:5]1)([CH3:3])[CH3:2].C(O)(C(F)(F)F)=O>C(Cl)Cl>[NH2:31][C:28]([CH3:30])([CH3:29])[C:27]([N:25]1[CH2:24][CH:23]([C:21]2[CH:20]=[CH:19][C:16]3[C:17]4[N:18]=[C:9]([C:8]5[N:4]([CH:1]([CH3:3])[CH3:2])[N:5]=[CH:6][N:7]=5)[S:10][C:11]=4[CH2:12][CH2:13][O:14][C:15]=3[CH:22]=2)[CH2:26]1)=[O:35]. Reported procedure: To a solution of (2-{3-[2-(2-isopropyl-2H-[1,2,4]triazol-3-yl)-4,5-dihydro-6-oxa-3-thia-1-aza-benzo[e]azulen-8-yl]-azetidin-1-yl}-1,1-dimethyl-2-oxo-ethyl)-carbamic acid tent-butyl ester (203 mg, 0.36 mmol) in DCM (2 mL) was added TFA (2 mL) and the reaction mixture was stirred for 1 hour then concentrated in vacuo. The residual solid was triturated with ether, filtered off and air-dried before being dissolved in DCM. The organic solution was washed (aqueous saturated sodium bicarbonate solution... The reactants are S(N)(=O)(=O)C1=CC=C(C=O)C=C1 (4-sulfamoylbenzaldehyde), ClC1=CC=C(N)C=C1 (4-chloroaniline). Yields the product ClC1=CC=C(N=CC2=CC=C(C=C2)S(N)(=O)=O)C=C1 (4-Chloro-N-(4-sulfamoylbenzylidene)aniline), powder. The yield is 72.0%. As a reaction SMILES: [S:1]([C:5]1[CH:12]=[CH:11][C:8]([CH:9]=O)=[CH:7][CH:6]=1)(=[O:4])(=[O:3])[NH2:2].[Cl:13][C:14]1[CH:20]=[CH:19][C:17]([NH2:18])=[CH:16][CH:15]=1>>[Cl:13][C:14]1[CH:20]=[CH:19][C:17]([N:18]=[CH:9][C:8]2[CH:11]=[CH:12][C:5]([S:1](=[O:4])(=[O:3])[NH2:2])=[CH:6][CH:7]=2)=[CH:16][CH:15]=1. Procedure: Following a procedure similar to that described in Example 1(i), but using 4-sulfamoylbenzaldehyde and 4-chloroaniline as starting materials, the title compound was obtained as a pale yellow powder (yield 72%). Starting materials: CC1=NC=C2N1CCC=C2C2=CC=C(C=C2)NS(=O)(=O)C (5,6-Dihydro-3-methyl-8-[4-((methylsulfonyl)amino)phenyl]-imidazo[1,5-a]pyridine). The reagents and catalysts are [Pd] (palladium on carbon). Run in [OH-].[Na+] (sodium hydroxide). The product is CC1=NC=C2N1CCCC2C2=CC=C(C=C2)NS(=O)(=O)C (3-Methyl-8-[4-((methylsufonyl)amino)phenyl]-5,6,7,8-tetrahydroimidazo[1,5-a]pyridine). RXN SMILES: [CH3:1][C:2]1[N:6]2[CH2:7][CH2:8][CH:9]=[C:10]([C:11]3[CH:16]=[CH:15][C:14]([NH:17][S:18]([CH3:21])(=[O:20])=[O:19])=[CH:13][CH:12]=3)[C:5]2=[CH:4][N:3]=1>[OH-].[Na+].[Pd]>[CH3:1][C:2]1[N:6]2[CH2:7][CH2:8][CH2:9][CH:10]([C:11]3[CH:12]=[CH:13][C:14]([NH:17][S:18]([CH3:21])(=[O:20])=[O:19])=[CH:15][CH:16]=3)[C:5]2=[CH:4][N:3]=1 |f:1.2|. Reported procedure: Dissolve 5 g (16.5 mmol) of the product from Example VI in 100 ml of lN sodium hydroxide and hydrogenate over 2 g of 10% palladium on carbon at 50 psi for 16 hr. Remove the catalyst and neutralize the filtrate with ammonium chloride. Extract wih 2×100 ml of methylene chloride. Dry the combined extracts over sodium sulfate and remove the solvent in vacuo. Crystallize the residue from ethyl acetate to provide the title compound. Reactants: ( 2 ), C(=O)NC=1SC=C(N1)C(C(=O)NC1[C@@H]2N(C(=C(CS2)Cl)C(=O)OCC2=CC=C(C=C2)[N+](=O)[O-])C1=O)=NOCCCC (4-nitrobenzyl 7-[2-(2-formamidothiazol-4-yl)-2-butoxyiminoacetamido]-3-chloro-3-cephem-4-carboxylate), O (water), C(C)(=O)O (acetic acid), CO (methanol). Reagents/catalysts: [C].[Pd] (palladium carbon). Run in O1CCCC1 (tetrahydrofuran). The product is C(=O)NC=1SC=C(N1)C(C(=O)NC1[C@@H]2N(C(=C(CS2)Cl)C(=O)O)C1=O)=NOCCCC (7-[2-(2-formamidothiazol-4-yl)-2-butoxyiminoacetamido]-3-chloro-3-cephem-4-carboxylic acid). Yield: 66.2%. RXN SMILES: [CH:1]([NH:3][C:4]1[S:5][CH:6]=[C:7]([C:9](=[N:36][O:37][CH2:38][CH2:39][CH2:40][CH3:41])[C:10]([NH:12][CH:13]2[C:34](=[O:35])[N:15]3[C:16]([C:21]([O:23]CC4C=CC([N+]([O-])=O)=CC=4)=[O:22])=[C:17]([Cl:20])[CH2:18][S:19][C@H:14]23)=[O:11])[N:8]=1)=[O:2].O.C(O)(=O)C.CO>[C].[Pd].O1CCCC1>[CH:1]([NH:3][C:4]1[S:5][CH:6]=[C:7]([C:9](=[N:36][O:37][CH2:38][CH2:39][CH2:40][CH3:41])[C:10]([NH:12][CH:13]2[C:34](=[O:35])[N:15]3[C:16]([C:21]([OH:23])=[O:22])=[C:17]([Cl:20])[CH2:18][S:19][C@H:14]23)=[O:11])[N:8]=1)=[O:2] |f:4.5|. Procedure details: N.M.R. δ (DMSO-d6, ppm): 0.90 (3H, m), 1.2-1.6 (4H, m), 3.88 (2H, AB-q, J=19 Hz), 4.0-4.2 (2H, m), 5.32 (1H, d, J=4 Hz), 5.44 (2H, s), 5.92 (1H, d,d, J=4 Hz, 8 Hz), 7.36 (1H, s), 7.68 (2H, d, J=8 Hz), 8.22 (2H, d, J=8 Hz), 8.50 (1H, s), 9.72 (1H, d, J=8 Hz), 12.56 (1H, s). (2) A mixture of 4-nitrobenzyl 7-[2-(2-formamidothiazol-4-yl)-2-butoxyiminoacetamido]-3-chloro-3-cephem-4-carboxylate (syn isomer, 2.7 g.), 10% palladium carbon (1.3 g.), water (4 ml.), acetic acid (0.4 ml.), methanol (27 ml.)... Reactants: C=CCCCCCCCCCCC=C (1,13-tetradecadiene), C(C)O[SiH](OCC)OCC (triethoxysilane), C(=C)[Si](O[SiH3])(C)C (vinyl dimethyldisiloxane), Silicones, C=1(C(=CC=CC1)C)C (xylene). Reaction conditions: time 3 day. Yields the product C(C)O[Si](CCCCCCCCCCCCCC[Si](OCC)(OCC)OCC)(OCC)OCC (1,14-bis(triethoxysilyl)tetradecane). As a reaction SMILES: [CH2:1]=[CH:2][CH2:3][CH2:4][CH2:5][CH2:6][CH2:7][CH2:8][CH2:9][CH2:10][CH2:11][CH2:12][CH:13]=[CH2:14].[CH2:15]([O:17][SiH:18]([O:22][CH2:23][CH3:24])[O:19][CH2:20][CH3:21])[CH3:16].C([Si](C)(C)[O:28][SiH3:29])=C.[C:32]1([CH3:39])C(C)=CC=CC=1>>[CH2:15]([O:17][Si:18]([O:22][CH2:23][CH3:24])([O:19][CH2:20][CH3:21])[CH2:14][CH2:13][CH2:12][CH2:11][CH2:10][CH2:9][CH2:8][CH2:7][CH2:6][CH2:5][CH2:4][CH2:3][CH2:2][CH2:1][Si:29]([O:28][CH2:32][CH3:39])([O:19][CH2:20][CH3:21])[O:17][CH2:15][CH3:16])[CH3:16]. Procedure details: The synthesis method is described in detail by, e.g., H. W. Oviatt et al., Chem. Mater., 1993, 5, 943, and 1,14-bis(triethoxysilyl)tetradecane was synthesized following the above method. A mixture of 25 g of 1,13-tetradecadiene (Aldrich), 44.4 g of triethoxysilane (Shin-etsu Silicones) and 0.1 mL of a 3% xylene solution of platinum complex of bis((vinyl dimethyldisiloxane) (Shin-etsu Silicones) was prepared and stirred at room temperature in a nitrogen atmosphere for 3 days. The reaction effluen...